Dataset: the Open Reaction Database (ORD), a public repository of structured organic reaction records. Task: describe an organic reaction: reactants, conditions, products, and yield Starting materials: O1CCCC1 (tetrahydrofuran), OC1CCN(CC1)C(=O)OCC1=CC=CC=C1 (benzyl 4-hydroxy-1-piperidinecarboxylate), [H-].[Na+] (sodium hydride), CI (methyl iodide). Solvent: C(C)(=O)OCC (ethyl acetate). Run at time 16.5 hour. Yields the product COC1CCN(CC1)C(=O)OCC1=CC=CC=C1 (Benzyl 4-methoxy-1-piperidinecarboxylate). Yield: 94.0%. As a reaction SMILES: O1CCC[CH2:2]1.[OH:6][CH:7]1[CH2:12][CH2:11][N:10]([C:13]([O:15][CH2:16][C:17]2[CH:22]=[CH:21][CH:20]=[CH:19][CH:18]=2)=[O:14])[CH2:9][CH2:8]1.[H-].[Na+].CI>C(OCC)(=O)C>[CH3:2][O:6][CH:7]1[CH2:8][CH2:9][N:10]([C:13]([O:15][CH2:16][C:17]2[CH:22]=[CH:21][CH:20]=[CH:19][CH:18]=2)=[O:14])[CH2:11][CH2:12]1 |f:2.3|. Reported procedure: To a 20 ml tetrahydrofuran solution of 1.87 g (7.95 mmol) of benzyl 4-hydroxy-1-piperidinecarboxylate, 413 mg (60% in oil, 10.33 mmol) of sodium hydride and 792 μl (12.72 mmol) of methyl iodide were added at 0° C., and the mixture was stirred at room temperature for 16.5 hours. Then, the reaction mixture was diluted with ethyl acetate, and washed with water. The washed system was dried over sodium sulfate, and then the solvent was distilled off under reduced pressure. The residue was purified by... The reactants are ice water, O1C(CCCC1)O[C@H]1C[C@@H](CC2=CC[C@H]3[C@@H]4CC[C@H]([C@@H](CO)C)[C@]4(CC[C@@H]3[C@@]12C)C)OC1OCCCC1 ((20S)-1α,3β-bis[(tetrahydro-2H-pyran-2-yl)oxy]-20-methylpregn-5-en-21-ol), C1(=CC=C(C=C1)S(=O)(=O)Cl)C (p-toluenesulfonyl chloride). The solvent is N1=CC=CC=C1 (pyridine), N1=CC=CC=C1 (pyridine). Conditions: time 165 minute. Yields the product O1C(CCCC1)O[C@H]1C[C@@H](CC2=CC[C@H]3[C@@H]4CC[C@H]([C@@H](COS(=O)(=O)C5=CC=C(C=C5)C)C)[C@]4(CC[C@@H]3[C@@]12C)C)OC1OCCCC1 ((20S)-1α,3β-bis[(tetrahydro-2H-pyran-2-yl)oxy]-20-methyl-21-(p-toluenesulfonyloxy)pregn-5-ene). Yield: 72.6%. Reaction SMILES: [O:1]1[CH2:6][CH2:5][CH2:4][CH2:3][CH:2]1[O:7][C@@H:8]1[C@@:28]2([CH3:29])[C:12](=[CH:13][CH2:14][C@@H:15]3[C@@H:27]2[CH2:26][CH2:25][C@@:24]2([CH3:30])[C@H:16]3[CH2:17][CH2:18][C@@H:19]2[C@H:20]([CH3:23])[CH2:21][OH:22])[CH2:11][C@@H:10]([O:31][CH:32]2[CH2:37][CH2:36][CH2:35][CH2:34][O:33]2)[CH2:9]1.[C:38]1([CH3:48])[CH:43]=[CH:42][C:41]([S:44](Cl)(=[O:46])=[O:45])=[CH:40][CH:39]=1>N1C=CC=CC=1>[O:1]1[CH2:6][CH2:5][CH2:4][CH2:3][CH:2]1[O:7][C@@H:8]1[C@@:28]2([CH3:29])[C:12](=[CH:13][CH2:14][C@@H:15]3[C@@H:27]2[CH2:26][CH2:25][C@@:24]2([CH3:30])[C@H:16]3[CH2:17][CH2:18][C@@H:19]2[C@H:20]([CH3:23])[CH2:21][O:22][S:44]([C:41]2[CH:42]=[CH:43][C:38]([CH3:48])=[CH:39][CH:40]=2)(=[O:46])=[O:45])[CH2:11][C@@H:10]([O:31][CH:32]2[CH2:37][CH2:36][CH2:35][CH2:34][O:33]2)[CH2:9]1. Reported procedure: To a stirred solution of 3.7 g of (20S)-1α,3β-bis[(tetrahydro-2H-pyran-2-yl)oxy]-20-methylpregn-5-en-21-ol in 5 ml of pyridine at 0° was added a solution of 1.77 g of p-toluenesulfonyl chloride in 3 ml of pyridine dropwise over 10 min. After 165 min. at 0°, the mixture was poured into ice water and extracted with ether. The ether extract was washed with water, dried (Na2SO4) and evaporated under reduced pressure. The residue was dissolved in 100 ml of toluene, concentrated in a 50° bath at 11 mm... The reactants are CCN(CC)CCSc1ncnc2c(N3CCS(=O)CC3)nc(Cl)nc12, CC(O)CN. Yields the product CCN(CC)CCSc1ncnc2c(N3CCS(=O)CC3)nc(NCC(C)O)nc12. As a reaction SMILES: [Cl:1][c:2]1[n:3][c:4]([N:20]2[CH2:21][CH2:22][S:23](=[O:26])[CH2:24][CH2:25]2)[c:5]2[c:6]([n:7]1)[c:8]([S:12][CH2:13][CH2:14][N:15]([CH2:16][CH3:17])[CH2:18][CH3:19])[n:9][cH:10][n:11]2.[OH:27][CH:28]([CH2:29][NH2:30])[CH3:31]>>[c:2]1([NH:30][CH2:29][CH:28]([OH:27])[CH3:31])[n:3][c:4]([N:20]2[CH2:21][CH2:22][S:23](=[O:26])[CH2:24][CH2:25]2)[c:5]2[c:6]([n:7]1)[c:8]([S:12][CH2:13][CH2:14][N:15]([CH2:16][CH3:17])[CH2:18][CH3:19])[n:9][cH:10][n:11]2. Starting materials: C(C)(C)(C)OC(=O)N1CCC(CC1)NC1=CC=C(C=C1)SC(F)(F)F (4-(4-trifluoromethylsulfanyl-phenylamino)-piperidine-1-carboxylic acid tert-butyl ester), ClCCl (dichloromethane). Solvent: FC(C(=O)O)(F)F (trifluoroacetic acid). Conditions: time 90 minute. The product is Cl.N1CCC(CC1)NC1=CC=C(C=C1)SC(F)(F)F (piperidin-4-yl-(4-trifluoromethylsulfanyl-phenyl)-amine hydrochloride), Cl (hydrochloride). As a reaction SMILES: C(OC([N:8]1[CH2:13][CH2:12][CH:11]([NH:14][C:15]2[CH:20]=[CH:19][C:18]([S:21][C:22]([F:25])([F:24])[F:23])=[CH:17][CH:16]=2)[CH2:10][CH2:9]1)=O)(C)(C)C.[Cl:26]CCl>FC(F)(F)C(O)=O>[ClH:26].[NH:8]1[CH2:13][CH2:12][CH:11]([NH:14][C:15]2[CH:16]=[CH:17][C:18]([S:21][C:22]([F:24])([F:23])[F:25])=[CH:19][CH:20]=2)[CH2:10][CH2:9]1.[ClH:26] |f:3.4|. Procedure: 4-(4-Trifluoromethylsulfanyl-phenylamino)-piperidine-1-carboxylic acid tert-butyl ester (200 mg; 0.53 mmol, prepared in accordance with Example 46) is dissolved in a 1 to 1 mixture of dichloromethane and trifluoroacetic acid (2 mL), and stirred for 90 minutes. The mixture is concentrated under reduced pressure and co-evaporated with dichloromethane (2×10 mL). The resulting residue is diluted in ethylacetate (5 mL) and a 4N solution of hydrochloric acid in dioxane (5 mL) is added. A precipitate i... The reactants are Cc1cc(Br)ccc1C#N, CN(C)C(OC(C)(C)C)N(C)C, CCCC(C)C. The product is CN(C)C=Cc1cc(Br)ccc1C#N. Reaction SMILES: [Br:1][c:2]1[cH:3][c:4]([CH3:10])[c:5]([C:6]#[N:7])[cH:8][cH:9]1.[C:17]([O:18][CH:22]([N:19]([CH3:20])[CH3:21])[N:23]([CH3:24])[CH3:25])([CH3:26])([CH3:27])[CH3:28].[CH3:11][CH2:12][CH2:13][CH:14]([CH3:15])[CH3:16]>>[Br:1][c:2]1[cH:3][c:4]([CH:10]=[CH:22][N:23]([CH3:24])[CH3:25])[c:5]([C:6]#[N:7])[cH:8][cH:9]1. Reactants: O=C([O-])C(O)C(O)C(=O)[O-], CN1CCC(CCCCOc2cc(C#N)ccn2)CC1, CC(C)C[AlH]CC(C)C, Cc1ccccc1, CO, ClCCl, [K+], [Na+], [Na+], [OH-], O=S(=O)(O)O. RXN SMILES: [C:37]([CH:38]([CH:39]([C:40]([O-:41])=[O:42])[OH:43])[OH:44])([O-:45])=[O:46].[CH3:1][N:2]1[CH2:3][CH2:4][CH:5]([CH2:8][CH2:9][CH2:10][CH2:11][O:12][c:13]2[cH:14][c:15]([C:16]#[N:17])[cH:18][cH:19][n:20]2)[CH2:6][CH2:7]1.[CH3:21][CH:22]([CH2:23][AlH:24][CH2:25][CH:26]([CH3:27])[CH3:28])[CH3:29].[CH3:49][c:50]1[cH:51][cH:52][cH:53][cH:54][cH:55]1.[CH3:59][OH:60].[Cl:56][CH2:57][Cl:58].[K+:47].[Na+:36].[Na+:48].[OH-:35].[S:30]([OH:31])(=[O:32])(=[O:33])[OH:34]>>[CH3:1][N:2]1[CH2:3][CH2:4][CH:5]([CH2:8][CH2:9][CH2:10][CH2:11][O:12][c:13]2[cH:14][c:15]([CH:16]=[O:31])[cH:18][cH:19][n:20]2)[CH2:6][CH2:7]1. Product: CN1CCC(CCCCOc2cc(C=O)ccn2)CC1. The product is C(C1=CC=CC=C1)N(C(=O)Cl)CCOCCOCCOC#CC (N-Benzyl-2-(2-(2-(propynyloxy)ethoxy)ethoxy)ethyl aminocarbonyl chloride). As a reaction SMILES: [CH2:1]([NH:8][CH2:9][CH2:10][O:11][CH2:12][CH2:13][O:14][CH2:15][CH2:16][O:17][C:18]#[C:19][CH3:20])[C:2]1[CH:7]=[CH:6][CH:5]=[CH:4][CH:3]=1.[C:21]([Cl:24])(=[O:23])N>>[CH2:1]([N:8]([CH2:9][CH2:10][O:11][CH2:12][CH2:13][O:14][CH2:15][CH2:16][O:17][C:18]#[C:19][CH3:20])[C:21]([Cl:24])=[O:23])[C:2]1[CH:7]=[CH:6][CH:5]=[CH:4][CH:3]=1. Procedure details: N-Benzyl-2-(2-(2-(propynyloxy)ethoxy)ethoxy)ethyl aminocarbonyl chloride was prepared from amine 27 (20 mg, 0.072 mmol) following General Procedure 1. The crude carbamoyl chloride was used directly for the next step. The reactants are C(C1=CC=CC=C1)NCCOCCOCCOC#CC (N-Benzyl-2-(2-(2-(Propynyloxy)Ethoxy)Ethoxy)Ethyl Amine), C(N)(=O)Cl (carbamoyl chloride).